describe an organic reaction: reactants, conditions, products, and yield From a dataset of the Open Reaction Database (ORD), a public repository of structured organic reaction records. Reaction SMILES: C[N:2](C)/[CH:3]=[CH:4]/[C:5]([C:7]1[CH:8]=[N:9][CH:10]=[CH:11][CH:12]=1)=O.[F:14][C:15]1[CH:16]=[C:17]([N:23]2[CH2:27][C@H:26]([CH2:28][NH:29][C:30](=[O:32])[CH3:31])[O:25][C:24]2=[O:33])[CH:18]=[CH:19][C:20]=1[NH:21]N.C(O)C.Cl>O>[F:14][C:15]1[CH:16]=[C:17]([N:23]2[CH2:27][C@H:26]([CH2:28][NH:29][C:30](=[O:32])[CH3:31])[O:25][C:24]2=[O:33])[CH:18]=[CH:19][C:20]=1[N:21]1[C:5]([C:7]2[CH:8]=[N:9][CH:10]=[CH:11][CH:12]=2)=[CH:4][CH:3]=[N:2]1. Run in O (water). Product: FC=1C=C(C=CC1N1N=CC=C1C=1C=NC=CC1)N1C(O[C@H](C1)CNC(C)=O)=O ((S)—N-((3-(3-fluoro-4-(5-(pyridin-3-yl)-1H-pyrazol-1-yl)phenyl)-2-oxooxazolidin-5-yl)methyl)acetamide). Procedure: (E)-3-(dimethylamino)-1-(pyridin-3-yl)prop-2-en-1-one (58 mg, 0.327 mmol) and (S)—N-((3-(3-fluoro-4-hydrazinophenyl)-2-oxooxazolidin-5-yl)methyl)acetamide (94 mg, 0.327 mmol) were combined with a solvent, ethanol (3 mL), and then the mixture was slowly heated to reflux, followed by addition of concentrated hydrochloric acid (40 μL). The reaction mixture was maintained under reflux until completion of the reaction as monitored by TLC. Then, the reaction mixture was poured into water and then was ... The yield is 42.5%. Starting materials: CN(/C=C/C(=O)C=1C=NC=CC1)C ((E)-3-(dimethylamino)-1-(pyridin-3-yl)prop-2-en-1-one), Cl (hydrochloric acid), FC=1C=C(C=CC1NN)N1C(O[C@H](C1)CNC(C)=O)=O ((S)—N-((3-(3-fluoro-4-hydrazinophenyl)-2-oxooxazolidin-5-yl)methyl)acetamide), C(C)O (ethanol). Reactants: C[O-], CO, CN(C)c1ncnc2c1nc(-c1cccc(F)c1)n2-c1ccc(Cl)nn1, [Na+]. Product: COc1ccc(-n2c(-c3cccc(F)c3)nc3c(N(C)C)ncnc32)nn1. Reaction SMILES: [CH3:27][O-:28].[CH3:30][OH:31].[Cl:1][c:2]1[cH:3][cH:4][c:5](-[n:8]2[c:9]3[n:10][cH:11][n:12][c:13]([N:24]([CH3:25])[CH3:26])[c:14]3[n:15][c:16]2-[c:17]2[cH:18][c:19]([F:23])[cH:20][cH:21][cH:22]2)[n:6][n:7]1.[Na+:29]>>[c:2]1([O:28][CH3:27])[cH:3][cH:4][c:5](-[n:8]2[c:9]3[n:10][cH:11][n:12][c:13]([N:24]([CH3:25])[CH3:26])[c:14]3[n:15][c:16]2-[c:17]2[cH:18][c:19]([F:23])[cH:20][cH:21][cH:22]2)[n:6][n:7]1. Reactants: BrC=1C(N(C(=NC1)Cl)C)=O (5-bromo-2-chloro-3-methylpyrimidin-4(3H) -one), C1(=CC=CC=C1)CN (phenylmethanamine), C(=O)(O)[O-].[Na+] (NaHCO3). Solvent: CCCCO (n-BuOH), CCOC(=O)C (EtOAc). Conditions: temperature 60 celsius, time 4 hour. Product: C(C1=CC=CC=C1)NC1=NC=C(C(N1C)=O)Br (2-(benzylamino)-5-bromo-3-methylpyrimidin-4(3H)-one). The yield is 98.7%. RXN SMILES: [Br:1][C:2]1[C:3](=[O:10])[N:4]([CH3:9])[C:5](Cl)=[N:6][CH:7]=1.[C:11]1([CH2:17][NH2:18])[CH:16]=[CH:15][CH:14]=[CH:13][CH:12]=1.C([O-])(O)=O.[Na+]>CCCCO.CCOC(C)=O>[CH2:17]([NH:18][C:5]1[N:4]([CH3:9])[C:3](=[O:10])[C:2]([Br:1])=[CH:7][N:6]=1)[C:11]1[CH:16]=[CH:15][CH:14]=[CH:13][CH:12]=1 |f:2.3|. Reported procedure: A mixture of 5-bromo-2-chloro-3-methylpyrimidin-4(3H)-one (Example 143, Step B, 0.100 g, 0.448 mmol), phenylmethanamine (0.064 ml, 0.582 mmol) and NaHCO3 (0.150 g, 1.79 mmol) in n-BuOH (3 mL) was stirred at 60° C. for 4 hours. The reaction mixture was cooled to room temperature and then diluted with EtOAc. The EtOAc layer was washed with H2O and saturated aqueous NaCl. The aqueous phase was re-extracted with EtOAc (1×). The combined EtOAc layers were dried (Na2SO4), filtered and concentrated to ... The reactants are C(C1=CC=CC=C1)OC(=O)N1[C@@H](C[C@H](C1)O)COC(C)=O ((2S,4R)-1-benzyloxycarbonyl-2-acetoxymethyl-4-hydroxypyrrolidine), Cl (hydrochloric acid), [H][H] (hydrogen). The reagents and catalysts are [C].[Pd] (palladium-carbon). Solvent: C(C)O (ethanol). Yields the product Cl.C(C)(=O)OC[C@H]1NC[C@@H](C1)O ((2S,4R)-2-acetoxymethyl-4-hydroxypyrrolidine hydrochloride). Reaction SMILES: C(OC([N:11]1[CH2:15][C@H:14]([OH:16])[CH2:13][C@H:12]1[CH2:17][O:18][C:19](=[O:21])[CH3:20])=O)C1C=CC=CC=1.[ClH:22].[H][H]>C(O)C.[C].[Pd]>[ClH:22].[C:19]([O:18][CH2:17][C@@H:12]1[CH2:13][C@@H:14]([OH:16])[CH2:15][NH:11]1)(=[O:21])[CH3:20] |f:4.5,6.7|. Procedure details: To a solution of (2S,4R)-1-benzyloxycarbonyl-2-acetoxymethyl-4-hydroxypyrrolidine (32.59 g) in ethanol (489 ml), 5% palladium-carbon (4.89 g) and 6N hydrochloric acid (18 ml) were added. The mixture was stirred at room temperature for 1 hour under an atmospheric pressure of hydrogen, followed by removal of the catalyst. Removal of the solvent gave (2S,4R)-2-acetoxymethyl-4-hydroxypyrrolidine hydrochloride.